Dataset: the Open Reaction Database (ORD), a public repository of structured organic reaction records. Task: describe an organic reaction: reactants, conditions, products, and yield Starting materials: BrCCCC#N (4-bromobutyronitrile), ClC1=CC=C(CNC([S-])=S)C=C1.[NH4+] (ammonium (N-4-chlorobenzyl)dithiocarbamate). Reported procedure: To 37.5 g. of 4-bromobutyronitrile in 350 ml. of absolute dimethylformamide were added, while cooling with ice, 53.7 g. of ammonium (N-4-chlorobenzyl)dithiocarbamate and the mixture was stirred overnight at room temperature. After evaporation in vacuo, the product was taken up in ethyl acetate, washed with water, dried, concentrated and the residue crystallized from diethyl ether/diisopropyl ether, whereby 48.2 g. of 3-cyanopropyl(p-chlorobenzyl)dithiocarbamate having a melting point of 61°-63° ... Product: C(#N)CCCSC(NCC1=CC=C(C=C1)Cl)=S (3-cyanopropyl(p-chlorobenzyl)dithiocarbamate). RXN SMILES: Br[CH2:2][CH2:3][CH2:4][C:5]#[N:6].[Cl:7][C:8]1[CH:18]=[CH:17][C:11]([CH2:12][NH:13][C:14](=[S:16])[S-:15])=[CH:10][CH:9]=1.[NH4+]>CN(C)C=O>[C:5]([CH2:4][CH2:3][CH2:2][S:16][C:14](=[S:15])[NH:13][CH2:12][C:11]1[CH:17]=[CH:18][C:8]([Cl:7])=[CH:9][CH:10]=1)#[N:6] |f:1.2|. Run in CN(C=O)C (dimethylformamide). Starting materials: N1(C=NC2=C1C=CC=C2)C2=CC=C(C=C2)C(CCC(=O)O)=O (4-(1H-benzimidazol-1-yl)-γ-oxobenzenebutanoic acid), O.NN (hydrazine hydrate). The product is N1(C=NC2=C1C=CC=C2)C2=CC=C(C=C2)C=2CCC(NN2)=O (4,5-dihydro-6-[4-(1H-benzimidazol-1-yl)phenyl]-3(2H)-pyridazinone). Reaction SMILES: [N:1]1([C:10]2[CH:15]=[CH:14][C:13]([C:16](=O)[CH2:17][CH2:18][C:19]([OH:21])=O)=[CH:12][CH:11]=2)[C:5]2[CH:6]=[CH:7][CH:8]=[CH:9][C:4]=2[N:3]=[CH:2]1.O.[NH2:24][NH2:25]>>[N:1]1([C:10]2[CH:15]=[CH:14][C:13]([C:16]3[CH2:17][CH2:18][C:19](=[O:21])[NH:24][N:25]=3)=[CH:12][CH:11]=2)[C:5]2[CH:6]=[CH:7][CH:8]=[CH:9][C:4]=2[N:3]=[CH:2]1 |f:1.2|. Reported procedure: Similarly, the reaction of 4-(1H-benzimidazol-1-yl)-γ-oxobenzenebutanoic acid with hydrazine hydrate according to the procedure of this Example gives 4,5-dihydro-6-[4-(1H-benzimidazol-1-yl)phenyl]-3(2H)-pyridazinone (3i), mp 262°-264° C. Starting materials: C(C)C1=C(C=CC=C1B1OC(C(O1)(C)C)(C)C)C=C1CCN(CC1)CCC(=O)OCC (ethyl 3-(4-{[2-ethyl-3-(4,4,5,5-tetramethyl-1,3,2-dioxaborolan-2-yl)phenyl]methylidene}-1-piperidinyl)propanoate). The reagents and catalysts are [Pd] (Pd/C). The solvent is C(C)O (Ethanol). Reaction conditions: time 8 hour. Yields the product C(C)C1=C(C=CC=C1B1OC(C(O1)(C)C)(C)C)CC1CCN(CC1)CCC(=O)OCC (ethyl 3-(4-{[2-ethyl-3-(4,4,5,5-tetramethyl-1,3,2-dioxaborolan-2-yl)phenyl]methyl}-1-piperidinyl)propanoate). The yield is 88.2%. RXN SMILES: [CH2:1]([C:3]1[C:8]([B:9]2[O:13][C:12]([CH3:15])([CH3:14])[C:11]([CH3:17])([CH3:16])[O:10]2)=[CH:7][CH:6]=[CH:5][C:4]=1[CH:18]=[C:19]1[CH2:24][CH2:23][N:22]([CH2:25][CH2:26][C:27]([O:29][CH2:30][CH3:31])=[O:28])[CH2:21][CH2:20]1)[CH3:2]>C(O)C.[Pd]>[CH2:1]([C:3]1[C:8]([B:9]2[O:13][C:12]([CH3:14])([CH3:15])[C:11]([CH3:17])([CH3:16])[O:10]2)=[CH:7][CH:6]=[CH:5][C:4]=1[CH2:18][CH:19]1[CH2:20][CH2:21][N:22]([CH2:25][CH2:26][C:27]([O:29][CH2:30][CH3:31])=[O:28])[CH2:23][CH2:24]1)[CH3:2]. Procedure: To a solution of ethyl 3-(4-{[2-ethyl-3-(4,4,5,5-tetramethyl-1,3,2-dioxaborolan-2-yl)phenyl]methylidene}-1-piperidinyl)propanoate (D139) (1.5 g, 3.51 mmol) in Ethanol (10 mL) was added Pd/C (0.037 g, 0.351 mmol). The reaction mixture was stirred under hydrogen atmosphere overnight. After filtration, the filtrate was concentrated to afford ethyl 3-(4-{[2-ethyl-3-(4,4,5,5-tetramethyl-1,3,2-dioxaborolan-2-yl)phenyl]methyl}-1-piperidinyl)propanoate (D140) (1.33 g), which was used directly without fu... Reactants: NC=1N(C=2N(C(C1NC=O)=O)CCN2)CC2=CC=C(C=C2)Cl (7-Amino-8-[(4-Chlorophenyl)Methyl]-6-(Formylamino)-2,3-Dihydroimidazo[1,2-a]Pyrimidin-5(8H)-One), C(CC)(=O)OC(CC)=O (propionic anhydride). The solvent is N1=CC=CC=C1 (pyridine). Yields the product ClC1=CC=C(C=C1)CN1C=2N(C(C=3NC(=NC13)CC)=O)CCN2 (4-[(4-Chlorophenyl)Methyl]-2-Ethyl-6,7-Dihydroimidazo[1,2-a]Purin-9(4H)-One). As a reaction SMILES: [NH2:1][C:2]1[N:3]([CH2:15][C:16]2[CH:21]=[CH:20][C:19]([Cl:22])=[CH:18][CH:17]=2)[C:4]2[N:5]([CH2:12][CH2:13][N:14]=2)[C:6](=[O:11])[C:7]=1[NH:8][CH:9]=O.[C:23](OC(=O)CC)(=O)[CH2:24]C>N1C=CC=CC=1>[Cl:22][C:19]1[CH:20]=[CH:21][C:16]([CH2:15][N:3]2[C:2]3[N:1]=[C:9]([CH2:23][CH3:24])[NH:8][C:7]=3[C:6](=[O:11])[N:5]3[CH2:12][CH2:13][N:14]=[C:4]23)=[CH:17][CH:18]=1. Procedure details: A mixture of 25.00 g. (0.078 mol) of the product of Procedure 2 and 50 ml. dry pyridine in 50 ml. (0.388 mol) of propionic anhydride was heated at reflux for 3 hr. Upon cooling, a white solid precipitated. CH3CN was added, and the white solid filtered and air-dried to give crystals, mp 278.0°-279.0° (corr.). The material may be recrystallized from DMF-i-PrOH. The reactants are ClC1=NC(=C2N=CN(C2=N1)C1CCCC1)Cl (2,6-dichloro-9-cyclopentylpurine), NCCN1CCOCC1 (2-aminoethylmorpholine). Run in C(C)N(CC)CC (triethylamine). Yields the product ClC1=NC(=C2N=CN(C2=N1)C1CCCC1)NCCN1CCOCC1 (2-Chloro-6-[2-(4-morpholinyl)ethylamino]-9-cyclopentylpurine). Reaction SMILES: [Cl:1][C:2]1[N:10]=[C:9]2[C:5]([N:6]=[CH:7][N:8]2[CH:11]2[CH2:15][CH2:14][CH2:13][CH2:12]2)=[C:4](Cl)[N:3]=1.[NH2:17][CH2:18][CH2:19][N:20]1[CH2:25][CH2:24][O:23][CH2:22][CH2:21]1>C(N(CC)CC)C>[Cl:1][C:2]1[N:10]=[C:9]2[C:5]([N:6]=[CH:7][N:8]2[CH:11]2[CH2:15][CH2:14][CH2:13][CH2:12]2)=[C:4]([NH:17][CH2:18][CH2:19][N:20]2[CH2:25][CH2:24][O:23][CH2:22][CH2:21]2)[N:3]=1. Procedure details: 2-Chloro-6-[2-(4-morpholinyl)ethylamino]-9-cyclopentylpurine is prepared from 2,6-dichloro-9-cyclopentylpurine, 2-aminoethylmorpholine, and triethylamine essentially as described above in Example 1, Scheme A, step b. Reported procedure: A stirred solution (-17° C.) of 6.71 g (0.025 mol) of 6,11-dihydro-11-oxodibenz[b,e]oxepin-2-acetic acid and 18 ml of anhydrous tetrahydrofuran was treated dropwise over 15 minutes with 24 ml of 1.06M borane in tetrahydrofuran solution (approximately 0.025 mol BH3). After total addition, the cooling bath was allowed to equilibrate overnight (about 16 hours) to ambient temperature. The resultant stirred, chilled (5° C.) solution was treated with 5 ml of methanol, diluted with 50 ml of water and c... Reactants: O=C1C2=C(OCC3=C1C=CC=C3)C=CC(=C2)CC(=O)O (6,11-dihydro-11-oxodibenz[b,e]oxepin-2-acetic acid), O1CCCC1 (tetrahydrofuran), B (borane), O1CCCC1 (tetrahydrofuran), CO (methanol). Reaction SMILES: [O:1]=[C:2]1[C:8]2[CH:9]=[CH:10][CH:11]=[CH:12][C:7]=2[CH2:6][O:5][C:4]2[CH:13]=[CH:14][C:15]([CH2:17][C:18](O)=[O:19])=[CH:16][C:3]1=2.O1CCCC1.B.CO>O.CCCCCC.CCCCCC.C(OCC)(=O)C>[O:1]=[C:2]1[C:8]2[CH:9]=[CH:10][CH:11]=[CH:12][C:7]=2[CH2:6][O:5][C:4]2[CH:13]=[CH:14][C:15]([CH2:17][CH2:18][OH:19])=[CH:16][C:3]1=2 |f:6.7|. Isolated yield 22.3%. The solvent is CCCCCC.C(C)(=O)OCC (hexane ethyl acetate), CCCCCC (hexane), O (water). Product: O=C1C2=C(OCC3=C1C=CC=C3)C=CC(=C2)CCO (2-(6,11-Dihydro-11-oxodibenz[b,e]oxepin-2-yl)ethanol). Run at temperature 5 celsius, time 8 hour.